This data is from the Open Reaction Database (ORD), a public repository of structured organic reaction records. The task is: describe an organic reaction: reactants, conditions, products, and yield The reactants are C(=NC1CCCCC1)=NC1CCCCC1, CN(C)c1ccncc1, CCOCC, ClCCl, Oc1ccccc1, O=C(O)c1cccs1. Yields the product O=C(Oc1ccccc1)c1cccs1. RXN SMILES: [CH2:8]1[CH2:9][CH2:10][CH:11]([N:12]=[C:13]=[N:14][CH:15]2[CH2:16][CH2:17][CH2:18][CH2:19][CH2:20]2)[CH2:21][CH2:22]1.[CH3:34][N:35]([CH3:36])[c:37]1[cH:38][cH:39][n:40][cH:41][cH:42]1.[CH3:43][CH2:44][O:45][CH2:46][CH3:47].[Cl:23][CH2:24][Cl:25].[OH:1][c:2]1[cH:3][cH:4][cH:5][cH:6][cH:7]1.[s:26]1[c:27]([C:31](=[O:32])[OH:33])[cH:28][cH:29][cH:30]1>>[O:1]([c:2]1[cH:3][cH:4][cH:5][cH:6][cH:7]1)[C:31]([c:27]1[s:26][cH:30][cH:29][cH:28]1)=[O:32].